Dataset: the Open Reaction Database (ORD), a public repository of structured organic reaction records. Task: describe an organic reaction: reactants, conditions, products, and yield The reactants are CCN(CC)C(=O)Cl, ClCCl, CC(C)(C)c1cc(N)n[nH]1. Yields the product CCN(CC)C(=O)Nc1cc(C(C)(C)C)[nH]n1. RXN SMILES: [CH2:11]([CH3:12])[N:13]([C:14](=[O:15])[Cl:16])[CH2:17][CH3:18].[CH2:19]([Cl:20])[Cl:21].[NH2:1][c:2]1[n:3][nH:4][c:5]([C:7]([CH3:8])([CH3:9])[CH3:10])[cH:6]1>>[NH:1]([c:2]1[n:3][nH:4][c:5]([C:7]([CH3:8])([CH3:9])[CH3:10])[cH:6]1)[C:14]([N:13]([CH2:11][CH3:12])[CH2:17][CH3:18])=[O:15]. Starting materials: BrC1=C(C#N)C=CC=C1 (2-bromobenzonitrile), C(CCC)[Li] (n-butyllithium), compound. The reagents and catalysts are C1=CC=C(C=C1)P(C2=CC=CC=C2)C3=CC=CC=C3.C1=CC=C(C=C1)P(C2=CC=CC=C2)C3=CC=CC=C3.C1=CC=C(C=C1)P(C2=CC=CC=C2)C3=CC=CC=C3.C1=CC=C(C=C1)P(C2=CC=CC=C2)C3=CC=CC=C3.[Pd] (tetrakis(triphenylphosphine)palladium(O)), [Cl-].[Zn+2].[Cl-] (zinc chloride). Solvent: O1CCCC1 (tetrahydrofuran). Conditions: temperature -78 celsius, time 40 minute. Product: CC1=C2C=CC=C(C2=CC=C1)C1=C(C#N)C=CC=C1 (2-(5-Methyl-1-naphthalenyl)benzonitrile). The yield is 114.0%. As a reaction SMILES: [CH2:1]([Li])[CH2:2][CH2:3][CH3:4].Br[C:7]1[CH:14]=[CH:13][CH:12]=[CH:11][C:8]=1[C:9]#[N:10]>O1CCCC1.[Cl-].[Zn+2].[Cl-].C1C=CC(P(C2C=CC=CC=2)C2C=CC=CC=2)=CC=1.C1C=CC(P(C2C=CC=CC=2)C2C=CC=CC=2)=CC=1.C1C=CC(P(C2C=CC=CC=2)C2C=CC=CC=2)=CC=1.C1C=CC(P(C2C=CC=CC=2)C2C=CC=CC=2)=CC=1.[Pd]>[CH3:4][C:3]1[CH:13]=[CH:12][CH:11]=[C:1]2[C:2]=1[CH:14]=[CH:7][CH:8]=[C:9]2[C:7]1[CH:14]=[CH:13][CH:12]=[CH:11][C:8]=1[C:9]#[N:10] |f:3.4.5,6.7.8.9.10|. Procedure details: The title D compound (1.99 g, 9.00 mmol) was dissolved in 10 mL of freshly distilled tetrahydrofuran, cooled to -78° C. and n-butyllithium (2.23M in hexane, 4.24 mL, 9.45 mmol) was added dropwise over 10 minutes. Upon complete addition the reaction was cloudy, bright yellow. After stirring 40 minutes, zinc chloride (1.0M in ether, 9.45 mL, 9.45 mmol) was added and the reaction mixture turned to clear pale yellow. The reaction was stirred 30 minutes, then the cold bath was removed and the reactio... Reactants: Cl.COC=1C=C(C=CC1OC)C=1C(C(N(N1)C1CCNCC1)=O)(C)C (5-(3,4-dimethoxyphenyl)-4,4-dimethyl-2-(piperidin-4-yl)-2,4-dihydro-3H-pyrazol-3-one hydrochloride), Cl.COC=1C=C(C=CC1OC)C=1C(C(N(N1)C1CCNCC1)=O)(C)C (5-(3,4-dimethoxyphenyl)-4,4-dimethyl-2-(piperidin-4-yl)-2,4-dihydro-3H-pyrazol-3-one hydrochloride), FC1=CC(=C(C=C1)S(=O)(=O)Cl)C (4-fluoro-2-methylbenzenesulfonyl chloride). Product: COC=1C=C(C=CC1OC)C=1C(C(N(N1)C1CCN(CC1)S(=O)(=O)C1=C(C=C(C=C1)F)C)=O)(C)C (5-(3,4-Dimethoxyphenyl)-2-{1-[(4-fluoro-2-methylphenyl)sulfonyl]piperidin-4-yl}-4,4-dimethyl-2,4-dihydro-3H-pyrazol-3-one). As a reaction SMILES: Cl.[CH3:2][O:3][C:4]1[CH:5]=[C:6]([C:12]2[C:13]([CH3:25])([CH3:24])[C:14](=[O:23])[N:15]([CH:17]3[CH2:22][CH2:21][NH:20][CH2:19][CH2:18]3)[N:16]=2)[CH:7]=[CH:8][C:9]=1[O:10][CH3:11].[F:26][C:27]1[CH:32]=[CH:31][C:30]([S:33](Cl)(=[O:35])=[O:34])=[C:29]([CH3:37])[CH:28]=1>>[CH3:2][O:3][C:4]1[CH:5]=[C:6]([C:12]2[C:13]([CH3:25])([CH3:24])[C:14](=[O:23])[N:15]([CH:17]3[CH2:22][CH2:21][N:20]([S:33]([C:30]4[CH:31]=[CH:32][C:27]([F:26])=[CH:28][C:29]=4[CH3:37])(=[O:34])=[O:35])[CH2:19][CH2:18]3)[N:16]=2)[CH:7]=[CH:8][C:9]=1[O:10][CH3:11] |f:0.1|. Reported procedure: The title compound is prepared analogously as described for GP1 using 5-(3,4-dimethoxyphenyl)-4,4-dimethyl-2-(piperidin-4-yl)-2,4-dihydro-3H-pyrazol-3-one (compound B1) and 4-fluoro-2-methylbenzenesulfonyl chloride as starting compounds. The crude product is purified by crystallization from EA and diethyl ether to yield the title compound.